describe an organic reaction: reactants, conditions, products, and yield From a dataset of the Open Reaction Database (ORD), a public repository of structured organic reaction records. Starting materials: O=C([O-])[O-], CCCC[N+](CCCC)(CCCC)CCCC, ClCc1cccnc1, Cl, [I-], [K+], [K+], Nc1ccc(O)cc1[N+](=O)[O-], CN(C)C=O. Product: Nc1ccc(OCc2cccnc2)cc1[N+](=O)[O-]. RXN SMILES: [C:12](=[O:13])([O-:14])[O-:15].[CH2:28]([N+:29]([CH2:30][CH2:31][CH2:32][CH3:33])([CH2:34][CH2:35][CH2:36][CH3:37])[CH2:38][CH2:39][CH2:40][CH3:41])[CH2:42][CH2:43][CH3:44].[Cl:19][CH2:20][c:21]1[cH:22][n:23][cH:24][cH:25][cH:26]1.[ClH:18].[I-:27].[K+:16].[K+:17].[NH2:1][c:2]1[c:3]([N+:9](=[O:10])[O-:11])[cH:4][c:5]([OH:8])[cH:6][cH:7]1.[O:45]=[CH:46][N:47]([CH3:48])[CH3:49]>>[NH2:1][c:2]1[c:3]([N+:9](=[O:10])[O-:11])[cH:4][c:5]([O:8][CH2:20][c:21]2[cH:22][n:23][cH:24][cH:25][cH:26]2)[cH:6][cH:7]1. Starting materials: BrC1=NC(=CC=C1)CF (2-bromo-6-(fluoromethyl)-pyridine), C(CC#C)N1N=C2C(=N1)C=CC(=C2)F (2-(but-3-ynyl)-5-fluoro-2H-benzo[d][1,2,3]triazole). The product is FC1=CC=2C(=NN(N2)CCC#CC2=NC(=CC=C2)CF)C=C1 (5-Fluoro-2-(4-(6-(fluoromethyl)pyridin-2-yl)but-3-ynyl)-2H-benzo[d][1,2,3]triazole), N=1NN=C2C1C=CC=C2 (2H-benzo[d][1,2,3]triazole). RXN SMILES: Br[C:2]1[CH:7]=[CH:6][CH:5]=[C:4]([CH2:8][F:9])[N:3]=1.[CH2:10]([N:14]1[N:18]=[C:17]2[CH:19]=[CH:20][C:21]([F:23])=[CH:22][C:16]2=[N:15]1)[CH2:11][C:12]#[CH:13]>>[F:23][C:21]1[CH:20]=[CH:19][C:17]2=[N:18][N:14]([CH2:10][CH2:11][C:12]#[C:13][C:2]3[CH:7]=[CH:6][CH:5]=[C:4]([CH2:8][F:9])[N:3]=3)[N:15]=[C:16]2[CH:22]=1.[N:15]1[NH:14][N:18]=[C:17]2[CH:19]=[CH:20][CH:21]=[CH:22][C:16]=12. Reported procedure: The title compound was prepared in accordance with the general method of Example 1, from 2-bromo-6-(fluoromethyl)-pyridine (55 mg, 0.29 mmol) and 2-(but-3-ynyl)-5-fluoro-2H-benzo[d][1,2,3]triazole (50 mg, 0.26 mmol). Reaction time: 13 hours. The crude residue was purified by flash chromatography (DCM/MeOH 99:1) to yield 50 mg (0.17 mmol, 64%) of 5-fluoro-2-(4-(6-fluoromethyl)pyridin-2-yl)but-3-ynyl)-2H-benzo[d][1,2,3]triazole as a yellow solid. The reactants are P(=O)(Cl)(Cl)Cl (phosphorus oxychloride), CN(C=CC=O)C (3-dimethylaminoacrolein), CC=1OC=C(C1)C1=CC=C(C=C1)F (2-methyl-4-(4'-fluorophenyl)furan). The solvent is C(C)#N (acetonitrile), C(C)#N (acetonitrile). Conditions: temperature -23 celsius, time 0.25 hour. The product is CC1=CC(=C(O1)C=CC=O)C1=CC=C(C=C1)F (3-(5-methyl-3-p-fluorophenyl-furan-2-yl)acrylaldehyde). Isolated yield 96.8%. Reaction SMILES: P(Cl)(Cl)(Cl)=O.CN(C)[CH:8]=[CH:9][CH:10]=[O:11].[CH3:13][C:14]1[O:15][CH:16]=[C:17]([C:19]2[CH:24]=[CH:23][C:22]([F:25])=[CH:21][CH:20]=2)[CH:18]=1>C(#N)C>[CH3:13][C:14]1[O:15][C:16]([CH:8]=[CH:9][CH:10]=[O:11])=[C:17]([C:19]2[CH:24]=[CH:23][C:22]([F:25])=[CH:21][CH:20]=2)[CH:18]=1. Procedure details: A solution of 1.1 mL (11.9 mmol) of phosphorus oxychloride in 15 mL of acetonitrile was allowed to react with 1.2 mL (11.9 mmol) of 3-dimethylaminoacrolein at -23° C. After 0.25 hour at -23° C., 1.4 g (7.9 mmol) of 2-methyl-4-(4'-fluorophenyl)furan in 10 mL of acetonitrile was added dropwise. The reaction mixture was stirred at -23° C. for 0.15 hour then at 24° C. for 2 hours. The reaction was quenched upon treatment with 20 mL of 1M NaOH and extracted three times with CHCl3. The CHCl3 layers we...